describe an organic reaction: reactants, conditions, products, and yield From a dataset of the Open Reaction Database (ORD), a public repository of structured organic reaction records. Starting materials: ClC1=C(C#N)C=CC(=C1C)N1C(N2[C@H]([C@H]1C(F)(F)F)[C@H](CC2)N=[N+]=[N-])=O ((1S,7S,7aR)-2-Chloro-4-(7-azido-1-trifluoromethyl-3-oxohexahydropyrrolo[1,2-c]imidazol-2-yl)-3-methylbenzonitrile), [H][H] (hydrogen). The reagents and catalysts are [Pt](=O)=O (platinum (IV) oxide). The solvent is CCO (EtOH). Reaction conditions: time 2 hour. The product is ClC1=C(C#N)C=CC(=C1C)N1C(N2[C@H]([C@H]1C(F)(F)F)[C@H](CC2)N)=O ((1S,7S,7aS)-2-Chloro-4-(7-amino-1-trifluoromethyl-3-oxohexahydropyrrolo[1,2-c]imidazol-2-yl)-3-methylbenzonitrile). The yield is 42.8%. As a reaction SMILES: [Cl:1][C:2]1[C:9]([CH3:10])=[C:8]([N:11]2[C@H:15]([C:16]([F:19])([F:18])[F:17])[C@@H:14]3[C@@H:20]([N:23]=[N+]=[N-])[CH2:21][CH2:22][N:13]3[C:12]2=[O:26])[CH:7]=[CH:6][C:3]=1[C:4]#[N:5].[H][H]>CCO.[Pt](=O)=O>[Cl:1][C:2]1[C:9]([CH3:10])=[C:8]([N:11]2[C@H:15]([C:16]([F:18])([F:19])[F:17])[C@@H:14]3[C@@H:20]([NH2:23])[CH2:21][CH2:22][N:13]3[C:12]2=[O:26])[CH:7]=[CH:6][C:3]=1[C:4]#[N:5]. Procedure details: To 69B (15.0 mg, 0.0391 mmol) in EtOH (1 mL) was added platinum (IV) oxide (5 mg) and hydrogen was bubbled through the system for 10 min. The hydrogen outlet was removed and the system was stirred under a hydrogen atmosphere. After 2 h, the reaction was filtered through celite and concentrated. The resulting residue was purified via preparative HPLC (YMC ODS C-18, 21×100 mm, eluting with 50-100% solvent B (A=90% H2O-10% MeOH and B=10% H2O-90% MeOH) over 10 min; Flow rate at 40 mL/min; UV detecti... The reactants are N1(CCOCC1)S(=O)(=O)N (morpholine-4-sulfonamide), CS(=O)(=O)N (methanesulfonamide), C12(CC3CC(CC(C1)C3)C2)COC2=CC(=C(C(=O)O)C=C2Cl)F (4-(adamantan-1-ylmethoxy)-5-chloro-2-fluorobenzoic acid), C12(CC3CC(CC(C1)C3)C2)COC2=C(C=C(C(=O)O)C=C2)C(F)(F)F (4-(adamantan-1-ylmethoxy)-3-(trifluoromethyl)benzoic acid). The product is C12(CC3CC(CC(C1)C3)C2)COC2=C(C=C(C(=O)NS(=O)(=O)C)C=C2)C(F)(F)F (4-(adamantan-1-ylmethoxy)-N-(methylsulfonyl)-3-(trifluoromethyl)benzamide), solid. The yield is 51.0%. Reaction SMILES: C12(COC3C(Cl)=CC(C(O)=O)=C(F)C=3)CC3CC(CC(C3)C1)C2.[C:24]12([CH2:34][O:35][C:36]3[CH:44]=[CH:43][C:39]([C:40](O)=[O:41])=[CH:38][C:37]=3[C:45]([F:48])([F:47])[F:46])[CH2:33][CH:28]3[CH2:29][CH:30]([CH2:32][CH:26]([CH2:27]3)[CH2:25]1)[CH2:31]2.N1(S(N)(=O)=O)CCOCC1.[CH3:59][S:60]([NH2:63])(=[O:62])=[O:61]>>[C:24]12([CH2:34][O:35][C:36]3[CH:44]=[CH:43][C:39]([C:40]([NH:63][S:60]([CH3:59])(=[O:62])=[O:61])=[O:41])=[CH:38][C:37]=3[C:45]([F:48])([F:47])[F:46])[CH2:33][CH:28]3[CH2:29][CH:30]([CH2:32][CH:26]([CH2:27]3)[CH2:25]1)[CH2:31]2. Reported procedure: Following the procedure as described in Example 98 and making variations as required to replace 4-(adamantan-1-ylmethoxy)-5-chloro-2-fluorobenzoic acid with 4-(adamantan-1-ylmethoxy)-3-(trifluoromethyl)benzoic acid and morpholine-4-sulfonamide with methanesulfonamide, the title compound was obtained as a colorless solid (0.11 g, 51%): 1H NMR (300 MHz, DMSO-d6) δ 12.22 (s, 1H), 8.25-8.19 (m, 2H), 7.37 (d, J=8.8 Hz, 1H), 3.77 (s, 2H), 3.37 (s, 3H), 1.99 (br s, 3H), 1.75-1.63 (m, 12H); MS (ES−) m/z...